describe an organic reaction: reactants, conditions, products, and yield From a dataset of the Open Reaction Database (ORD), a public repository of structured organic reaction records. The reactants are C1(=CC=CC=C1)CN1C2=CC=CC(=C2C=2C(=CC(=CC12)C1=CC=C(C=C1)C(F)(F)F)O)C(=O)OC (9-[(phenyl)methyl]-2-(4-trifluoromethylphenyl)-4-hydroxy-5-carbomethoxy carbazole), [OH-].[NH4+] (ammonium hydroxide). Run in C1CCOC1 (THF). The product is C1(=CC=CC=C1)CN1C2=CC=CC(=C2C=2C(=CC(=CC12)C1=CC=C(C=C1)C(F)(F)F)O)C(N)=O (9-[(phenyl)methyl]-2-(4-trifluoromethylphenyl)-4-hydroxy-5-carbamoyl carbazole). The yield is 19.0%. Reaction SMILES: [C:1]1([CH2:7][N:8]2[C:20]3[CH:19]=[C:18]([C:21]4[CH:26]=[CH:25][C:24]([C:27]([F:30])([F:29])[F:28])=[CH:23][CH:22]=4)[CH:17]=[C:16]([OH:31])[C:15]=3[C:14]3[C:9]2=[CH:10][CH:11]=[CH:12][C:13]=3[C:32]([O:34]C)=O)[CH:6]=[CH:5][CH:4]=[CH:3][CH:2]=1.[OH-].[NH4+:37]>C1COCC1>[C:1]1([CH2:7][N:8]2[C:20]3[CH:19]=[C:18]([C:21]4[CH:22]=[CH:23][C:24]([C:27]([F:30])([F:29])[F:28])=[CH:25][CH:26]=4)[CH:17]=[C:16]([OH:31])[C:15]=3[C:14]3[C:9]2=[CH:10][CH:11]=[CH:12][C:13]=3[C:32](=[O:34])[NH2:37])[CH:6]=[CH:5][CH:4]=[CH:3][CH:2]=1 |f:1.2|. Procedure details: A solution of the 9-[(phenyl)methyl]-2-(4-trifluoromethylphenyl)-4-hydroxy-5-carbomethoxy carbazole (1.10 g, 2.31 mM) in 35 ml THF and 140 mL concentrated aqueous ammonium hydroxide was sonicated for 6 hours at 30-40° C. The precipitated solid was filtered and washed with water. Trituration with Et2O, then with 2:1 Et2O/CH2Cl2 afforded 0.20 g (19%) of the 9-[(phenyl)methyl]-2-(4-trifluoromethylphenyl)-4-hydroxy-5-carbamoyl carbazole. 1H NMR (DMSO-d6) δ10.8 (s, 1H), 8.9 (bs, 1H), 8.45 (bs, 1H), 8... The reactants are C(CC)=O (propionaldehyde), IC1=C2CCN3C(C2=CC=C1)=CC(NCC3=O)=O (9-iodo-3,4,7,8-tetrahydro-[1,4]diazepino[7,1-a]isoquinoline-2,5-dione), solution, C(C)(C)[Mg]Cl (iPrMgCl). The solvent is C1CCOC1 (THF), C1CCOC1 (THF). Reaction conditions: temperature -78 celsius, time 30 minute. The product is OC(CC)C1=C2CCN3C(C2=CC=C1)=CC(NCC3=O)=O (rac-9-(1-hydroxypropyl)-3,4,7,8-tetrahydro-[1,4]diazepino[7,1-a]isoquinoline-2,5-dione). Isolated yield 13.0%. RXN SMILES: I[C:2]1[CH:11]=[CH:10][CH:9]=[C:8]2[C:3]=1[CH2:4][CH2:5][N:6]1[C:16](=[O:17])[CH2:15][NH:14][C:13](=[O:18])[CH:12]=[C:7]12.C([Mg]Cl)(C)C.[CH:24](=[O:27])[CH2:25][CH3:26]>C1COCC1>[OH:27][CH:24]([C:2]1[CH:11]=[CH:10][CH:9]=[C:8]2[C:3]=1[CH2:4][CH2:5][N:6]1[C:16](=[O:17])[CH2:15][NH:14][C:13](=[O:18])[CH:12]=[C:7]12)[CH2:25][CH3:26]. Procedure details: 124-1. A mixture of 9-iodo-3,4,7,8-tetrahydro-[1,4]diazepino[7,1-a]isoquinoline-2,5-dione (2.2 g, 6.21 mmol) in dry THF (150 mL) was cooled to −78° C. under Ar, and a 2M solution of iPrMgCl in THF (18.6 mL, 37.3 mmol) was added dropwise. The mixture was stirred at −78° C. for 30 min and propionaldehyde (3.61 g, 62.1 mmol) was then added. The mixture was stirred at −78° C. for another 30 min and then allowed to warm to RT overnight. The reaction mixture was poured onto a saturated aq. solution of...